Dataset: the Open Reaction Database (ORD), a public repository of structured organic reaction records. Task: describe an organic reaction: reactants, conditions, products, and yield Reactants: ClC=1C=CC(=C(C1)C1=CC(=NC=C1)OC)C#C[Si](C)(C)C (4-{5-chloro-2-[(trimethylsilyl)ethynyl]phenyl}-2-methoxypyridine), Cl.[NH+]1=CC=CC=C1 (pyridinium hydrochloride). The product is ClC=1C=CC(=C(C1)C1=CC(NC=C1)=O)C#C[Si](C)(C)C (4-{5-Chloro-2-[(trimethylsilyl)ethynyl]phenyl}pyridin-2(1H)-one). As a reaction SMILES: [Cl:1][C:2]1[CH:3]=[CH:4][C:5]([C:16]#[C:17][Si:18]([CH3:21])([CH3:20])[CH3:19])=[C:6]([C:8]2[CH:13]=[CH:12][N:11]=[C:10]([O:14]C)[CH:9]=2)[CH:7]=1.Cl.[NH+]1C=CC=CC=1>>[Cl:1][C:2]1[CH:3]=[CH:4][C:5]([C:16]#[C:17][Si:18]([CH3:19])([CH3:21])[CH3:20])=[C:6]([C:8]2[CH:13]=[CH:12][NH:11][C:10](=[O:14])[CH:9]=2)[CH:7]=1 |f:1.2|. Procedure details: 550 mg (purity 41%, 0.71 mmol) of 4-{5-chloro-2-[(trimethylsilyl)ethynyl]phenyl}-2-methoxypyridine and 20 eq. of pyridinium hydrochloride were reacted according to General Method 3A. The reaction mixture was concentrated under reduced pressure and water was added to the residue. After addition of ethyl acetate and phase separation, the organic phase was washed once with water, dried (sodium sulphate), filtered and concentrated under reduced pressure. The crude product was purified by flash chrom...